From a dataset of the Open Reaction Database (ORD), a public repository of structured organic reaction records. describe an organic reaction: reactants, conditions, products, and yield Reactants: O=C([O-])[O-], ClCCCN1CCOCC1, Cl, [I-], [K+], [K+], [K+], CN(C)C=O, COc1ccc(NC=C2C(=O)OC(C)(C)OC2=O)cc1O. The product is COc1ccc(NC=C2C(=O)OC(C)(C)OC2=O)cc1OCCCN1CCOCC1. As a reaction SMILES: [C:33](=[O:34])([O-:35])[O-:36].[Cl:23][CH2:24][CH2:25][CH2:26][N:27]1[CH2:28][CH2:29][O:30][CH2:31][CH2:32]1.[ClH:22].[I-:40].[K+:37].[K+:38].[K+:39].[O:41]=[CH:42][N:43]([CH3:44])[CH3:45].[OH:1][c:2]1[cH:3][c:4]([NH:5][CH:6]=[C:7]2[C:8](=[O:16])[O:9][C:10]([CH3:14])([CH3:15])[O:11][C:12]2=[O:13])[cH:17][cH:18][c:19]1[O:20][CH3:21]>>[O:1]([c:2]1[cH:3][c:4]([NH:5][CH:6]=[C:7]2[C:8](=[O:16])[O:9][C:10]([CH3:14])([CH3:15])[O:11][C:12]2=[O:13])[cH:17][cH:18][c:19]1[O:20][CH3:21])[CH2:24][CH2:25][CH2:26][N:27]1[CH2:28][CH2:29][O:30][CH2:31][CH2:32]1. The reactants are [Cl-].[NH4+] (ammonium chloride), [H-].[Na+] (Sodium hydride), ClC1=C(C(=CC(=C1)C(F)(F)F)Cl)N1N=C(C(=C1NCCCSCC)S(=O)(=O)C(F)(F)F)C#N (1-(2,6-dichloro-4-trifluoromethylphenyl)-3-cyano-5-(3-ethylthiopropylamino)-4-trifluoromethylsulfonylpyrazole), ClC(=O)OCC (ethyl chloroformate). Run in C(C)(=O)OCC (ethyl acetate), O1CCCC1 (tetrahydrofuran). Reaction conditions: temperature 20 celsius, time 1 hour. Yields the product ClC1=C(C(=CC(=C1)C(F)(F)F)Cl)N1N=C(C(=C1N(CCCSCC)C(=O)OCC)S(=O)(=O)C(F)(F)F)C#N (1-(2,6-dichloro-4-trifluoromethylphenyl)-3-cyano-5-[N-ethoxycarbonyl-N-(3-ethylthiopropyl)amino]-4-trifluoromethylsulfonylpyrazole). The yield is 81.0%. As a reaction SMILES: [H-].[Na+].[Cl:3][C:4]1[CH:9]=[C:8]([C:10]([F:13])([F:12])[F:11])[CH:7]=[C:6]([Cl:14])[C:5]=1[N:15]1[C:19]([NH:20][CH2:21][CH2:22][CH2:23][S:24][CH2:25][CH3:26])=[C:18]([S:27]([C:30]([F:33])([F:32])[F:31])(=[O:29])=[O:28])[C:17]([C:34]#[N:35])=[N:16]1.Cl[C:37]([O:39][CH2:40][CH3:41])=[O:38].[Cl-].[NH4+]>O1CCCC1.C(OCC)(=O)C>[Cl:14][C:6]1[CH:7]=[C:8]([C:10]([F:13])([F:12])[F:11])[CH:9]=[C:4]([Cl:3])[C:5]=1[N:15]1[C:19]([N:20]([C:37]([O:39][CH2:40][CH3:41])=[O:38])[CH2:21][CH2:22][CH2:23][S:24][CH2:25][CH3:26])=[C:18]([S:27]([C:30]([F:33])([F:32])[F:31])(=[O:28])=[O:29])[C:17]([C:34]#[N:35])=[N:16]1 |f:0.1,4.5|. Procedure details: Sodium hydride (0.032 g, 60%, 0.8 mmol) was added to a solution of 1-(2,6-dichloro-4-trifluoromethylphenyl)-3-cyano-5-(3-ethylthiopropylamino)-4-trifluoromethylsulfonylpyrazole (0.3 g, 0.54 mmol) in tetrahydrofuran 20° C. under nitrogen. The mixture was stirred at 20° C. for one hour then ethyl chloroformate (0.121 g, 1.1 mmol) was added. The mixture was stirred at 20° C. for 5 hours, then poured into saturated ammonium chloride and ethyl acetate. The organic layer was washed with water and brin... Reactants: ClC=1C=C2C(CN(CC2=C(C1)Cl)C)C1=C(C=CC=C1)NC([C@@H]([C@H]([C@@H]([C@@H](CO)O)O)O)O)=O (N-[2-(6,8-dichloro-2-methyl-1,2,3,4-tetrahydroisoquinolin-4-yl)phenyl]-(2R,3S,4R,5R)-2,3,4,5,6-pentahydroxyhexanamide), ClC=1C=C2C(CN(CC2=C(C1)Cl)C)C1=C(C=CC=C1)NC([C@@H]([C@H]([C@@H]([C@@H](CO)O)O)O)O)=O (N-[2-(6,8-dichloro-2-methyl-1,2,3,4-tetrahydroisoquinolin-4-yl)phenyl]-(2R,3S,4R,5R)-2,3,4,5,6-pentahydroxyhexanamide), Cl (HCl). Run in O (H2O). Conditions: time 15 minute. The product is Cl.ClC=1C=C2C(CN(CC2=C(C1)Cl)C)C1=C(C=CC=C1)NC([C@@H]([C@H]([C@@H]([C@@H](CO)O)O)O)O)=O (N-[2-(6,8-dichloro-2-methyl-1,2,3,4-tetrahydroisoquinolin-4-yl)phenyl]-(2R,3S,4R,5R)-2,3,4,5,6-pentahydroxyhexanamide hydrochloride). Isolated yield 190.4%. As a reaction SMILES: [Cl:1][C:2]1[CH:3]=[C:4]2[C:9](=[C:10]([Cl:12])[CH:11]=1)[CH2:8][N:7]([CH3:13])[CH2:6][CH:5]2[C:14]1[CH:19]=[CH:18][CH:17]=[CH:16][C:15]=1[NH:20][C:21](=[O:32])[C@H:22]([OH:31])[C@@H:23]([OH:30])[C@H:24]([OH:29])[C@H:25]([OH:28])[CH2:26][OH:27].Cl>O>[ClH:1].[Cl:1][C:2]1[CH:3]=[C:4]2[C:9](=[C:10]([Cl:12])[CH:11]=1)[CH2:8][N:7]([CH3:13])[CH2:6][CH:5]2[C:14]1[CH:19]=[CH:18][CH:17]=[CH:16][C:15]=1[NH:20][C:21](=[O:32])[C@H:22]([OH:31])[C@@H:23]([OH:30])[C@H:24]([OH:29])[C@H:25]([OH:28])[CH2:26][OH:27] |f:3.4|. Reported procedure: 145.5 mg (0.3 mmol) of N-[2-(6,8-dichloro-2-methyl-1,2,3,4-tetrahydroisoquinolin-4-yl)phenyl]-2,3,4,5,6-pentahydroxygluconamide (example compound 3) were taken up in 75 ml of H2O and admixed at room temperature with 3.0 ml of 0.1 M HCl. The mixture was stirred for 15 minutes, filtered and freeze-dried to obtain 149 mg of the desired hydrochloride. Procedure details: (2R, 3RS)-2-(Biphenyl-4-yloxy)-5-pyridin-3-yl-pent-4-yn-3-ol (4.86 g, Example 1c) was dissolved in ethyl acetate (100 ml) and hydrogenated at 5 atmospheres using 10% palladium on charcoal (0.5 g) as catalyst. The mixture was filtered through celite® and the filtrate concentrated under reduced pressure to give the title compounds (3.95 g) The product is C1(=CC=C(C=C1)O[C@H](C)C(CCC=1C=NC=CC1)O)C1=CC=CC=C1 ((2R, 3RS)-2-(Biphenyl-4-yloxy)-5-pyridin-3-yl-pentan-3-ol). Solvent: C(C)(=O)OCC (ethyl acetate). Reagents/catalysts: [Pd] (palladium on charcoal). The yield is 80.3%. Reaction SMILES: [C:1]1([C:20]2[CH:25]=[CH:24][CH:23]=[CH:22][CH:21]=2)[CH:6]=[CH:5][C:4]([O:7][C@@H:8]([CH:10]([OH:19])[C:11]#[C:12][C:13]2[CH:14]=[N:15][CH:16]=[CH:17][CH:18]=2)[CH3:9])=[CH:3][CH:2]=1>C(OCC)(=O)C.[Pd]>[C:1]1([C:20]2[CH:21]=[CH:22][CH:23]=[CH:24][CH:25]=2)[CH:2]=[CH:3][C:4]([O:7][C@@H:8]([CH:10]([OH:19])[CH2:11][CH2:12][C:13]2[CH:14]=[N:15][CH:16]=[CH:17][CH:18]=2)[CH3:9])=[CH:5][CH:6]=1. The reactants are C1(=CC=C(C=C1)O[C@H](C)C(C#CC=1C=NC=CC1)O)C1=CC=CC=C1 ((2R, 3RS)-2-(Biphenyl-4-yloxy)-5-pyridin-3-yl-pent-4-yn-3-ol). Starting materials: C1COCCOCCOCCOCCO1, Cc1ccccc1, O=S(=O)(O)CCCCc1ccc(Cl)cc1, [O-]CCCN1CCCCC1, [Na+]. Yields the product Clc1ccc(CCCOCCCN2CCCCC2)cc1. As a reaction SMILES: [CH2:27]1[O:28][CH2:29][CH2:30][O:31][CH2:32][CH2:33][O:34][CH2:35][CH2:36][O:37][CH2:38][CH2:39][O:40][CH2:41]1.[CH3:42][c:43]1[cH:44][cH:45][cH:46][cH:47][cH:48]1.[Cl:12][c:13]1[cH:14][cH:15][c:16]([CH2:19][CH2:20][CH2:21][CH2:22][S:23]([OH:24])(=[O:25])=[O:26])[cH:17][cH:18]1.[N:1]1([CH2:7][CH2:8][CH2:9][O-:10])[CH2:2][CH2:3][CH2:4][CH2:5][CH2:6]1.[Na+:11]>>[N:1]1([CH2:7][CH2:8][CH2:9][O:10][CH2:21][CH2:20][CH2:19][c:16]2[cH:15][cH:14][c:13]([Cl:12])[cH:18][cH:17]2)[CH2:2][CH2:3][CH2:4][CH2:5][CH2:6]1. The reactants are C(C)[C@@H]1CC(N1C1=CC=C(C=C1)C(F)(F)F)=O ((R)-4-ethyl-1-[4-(trifluoromethyl)phenyl]-2-azetidinone), Cl.C(C)O (hydrogen chloride ethanol), O (Water). The solvent is C(C)(=O)OCC (ethyl acetate). Conditions: temperature 40 celsius, time 14 hour. Product: FC(C1=CC=C(C=C1)N[C@@H](CC(=O)OCC)CC)(F)F (ethyl (R)-3-[4-(trifluoromethyl) phenylamino]-pentanoate). Reaction SMILES: [CH2:1]([C@H:3]1[N:6]([C:7]2[CH:12]=[CH:11][C:10]([C:13]([F:16])([F:15])[F:14])=[CH:9][CH:8]=2)[C:5](=[O:17])[CH2:4]1)[CH3:2].Cl.[CH2:19](O)[CH3:20].[OH2:22]>C(OCC)(=O)C>[F:14][C:13]([F:16])([F:15])[C:10]1[CH:11]=[CH:12][C:7]([NH:6][C@H:3]([CH2:1][CH3:2])[CH2:4][C:5]([O:17][CH2:19][CH3:20])=[O:22])=[CH:8][CH:9]=1 |f:1.2|. Procedure details: To 200 mg (0.822 mmol) of (R)-4-ethyl-1-[4-(trifluoromethyl)phenyl]-2-azetidinone produced in Example 6, 2.0 g (16.45 mmol) of 30 wt % hydrogen chloride/ethanol solution was added dropwise for 5 minutes. On completion of the addition, the resulting solution was heated to 40° C. and stirred for 14 hours. Water (5 mL) was added to the solution and extraction with ethyl acetate was carried out. The extracted organic layer was washed with saturated brine and the product was dried with anhydrous sodi... RXN SMILES: Cl[C:2]1[N:3]=[C:4]([N:22]2[CH2:27][CH2:26][O:25][CH2:24][CH2:23]2)[C:5]2[N:10]=[C:9]([CH2:11][N:12]3[CH2:17][CH2:16][N:15]([S:18]([CH3:21])(=[O:20])=[O:19])[CH2:14][CH2:13]3)[S:8][C:6]=2[N:7]=1.CC1(C)C(C)(C)OB([C:36]2[CH:37]=[N:38][C:39]3[C:44]([CH:45]=2)=[CH:43][CH:42]=[CH:41][CH:40]=3)O1>>[CH3:21][S:18]([N:15]1[CH2:16][CH2:17][N:12]([CH2:11][C:9]2[S:8][C:6]3[N:7]=[C:2]([C:36]4[CH:37]=[N:38][C:39]5[C:44]([CH:45]=4)=[CH:43][CH:42]=[CH:41][CH:40]=5)[N:3]=[C:4]([N:22]4[CH2:27][CH2:26][O:25][CH2:24][CH2:23]4)[C:5]=3[N:10]=2)[CH2:13][CH2:14]1)(=[O:20])=[O:19]. The product is CS(=O)(=O)N1CCN(CC1)CC=1SC=2N=C(N=C(C2N1)N1CCOCC1)C=1C=NC2=CC=CC=C2C1 (4-(2-((4-(methylsulfonyl)piperazin-1-yl)methyl)-5-(quinolin-3-yl)thiazolo[5,4-d]pyrimidin-7-yl)morpholine). Starting materials: ClC=1N=C(C2=C(N1)SC(=N2)CN2CCN(CC2)S(=O)(=O)C)N2CCOCC2 (5-Chloro-2-(4-methanesulfonyl-piperazin-1-ylmethyl)-7-morpholin-4-yl-thiazolo[5,4-d]pyrimidine), CC1(OB(OC1(C)C)C=1C=NC2=CC=CC=C2C1)C (3-(4,4,5,5-tetramethyl-1,3,2,-dioxaborolan-2-yl)quinoline). Reported procedure: 5-Chloro-2-(4-methanesulfonyl-piperazin-1-ylmethyl)-7-morpholin-4-yl-thiazolo[5,4-d]pyrimidine (130 mg) was reacted with 92 mg of 3-(4,4,5,5-tetramethyl-1,3,2,-dioxaborolan-2-yl)quinoline via General Procedure A. The product was purified by reverse phase HPLC to yield 72.6 mg of 112. MS (Q1) 526.2 (M)+. The yield is 46.0%. The reactants are O=C([O-])[O-], CS(C)=O, COC(=O)c1ccc(O)cc1, ClCCCl, [K+], [K+], O. Yields the product COC(=O)c1ccc(OCCCl)cc1. Reaction SMILES: [C:12](=[O:13])([O-:14])[O-:15].[CH3:18][S:19]([CH3:20])=[O:21].[CH3:1][O:2][C:3]([c:4]1[cH:5][cH:6][c:7]([OH:10])[cH:8][cH:9]1)=[O:11].[Cl:22][CH2:23][CH2:24][Cl:25].[K+:16].[K+:17].[OH2:26]>>[CH3:1][O:2][C:3]([c:4]1[cH:5][cH:6][c:7]([O:10][CH2:24][CH2:23][Cl:22])[cH:8][cH:9]1)=[O:11]. Reactants: BrCC(=O)C1=CC=C(C=C1)Cl (α-bromo-p-chloroacetophenone), hexanes ethyl acetate, Cl (hydrochloric acid), C(#N)CC(=O)OC (methyl cyanoacetate), C(C)(C)N(CC)C(C)C (Diisopropylethyl amine). Solvent: O1CCCC1 (tetrahydrofuran), O1CCCC1 (tetrahydrofuran), O1CCCC1 (tetrahydrofuran). Conditions: temperature 50 celsius, time 3 hour. The product is ClC1=CC=C(C(=O)CC(C(=O)OC)C#N)C=C1 (Methyl 3-(p-chlorobenzoyl)-2-cyanopropionate). The yield is 34.2%. As a reaction SMILES: C(N(C(C)C)CC)(C)C.[C:10]([CH2:12][C:13]([O:15][CH3:16])=[O:14])#[N:11].Br[CH2:18][C:19]([C:21]1[CH:26]=[CH:25][C:24]([Cl:27])=[CH:23][CH:22]=1)=[O:20].Cl>O1CCCC1>[Cl:27][C:24]1[CH:25]=[CH:26][C:21]([C:19]([CH2:18][CH:12]([C:10]#[N:11])[C:13]([O:15][CH3:16])=[O:14])=[O:20])=[CH:22][CH:23]=1. Reported procedure: Diisopropylethyl amine (15.5 g, 0.12 mol) is added to dry tetrahydrofuran (60 mL) followed by a solution of methyl cyanoacetate (5.4 g, 0.055 mol) in tetrahydrofuran (10 mL). Finally, a solution of α-bromo-p-chloroacetophenone (11.0 g, 0.05 mol) in tetrahydrofuran (50 mL) is added. After three hours at room temperature, TLC (75/25 hexanes/ethyl acetate) indicates very little starting material. The reaction mixture is then heated at 50° C. for fifteen minutes, cooled and filtered. The filtrate is... The reactants are CCOC(=O)C1(COc2ccc(-c3ccc(C#N)cc3)cc2)CCN(C(=O)c2ccc(OC)cc2)C1, CC#N, O. Product: COc1ccc(C(=O)N2CCC(COc3ccc(-c4ccc(C#N)cc4)cc3)(C(=O)O)C2)cc1. As a reaction SMILES: [CH2:2]([CH3:3])[O:4][C:5](=[O:6])[C:7]1([CH2:22][O:23][c:24]2[cH:25][cH:26][c:27](-[c:30]3[cH:31][cH:32][c:33]([C:36]#[N:37])[cH:34][cH:35]3)[cH:28][cH:29]2)[CH2:8][N:9]([C:12]([c:13]2[cH:14][cH:15][c:16]([O:19][CH3:20])[cH:17][cH:18]2)=[O:21])[CH2:10][CH2:11]1.[CH3:38][C:39]#[N:40].[OH2:1]>>[O:4]=[C:5]([OH:6])[C:7]1([CH2:22][O:23][c:24]2[cH:25][cH:26][c:27](-[c:30]3[cH:31][cH:32][c:33]([C:36]#[N:37])[cH:34][cH:35]3)[cH:28][cH:29]2)[CH2:8][N:9]([C:12]([c:13]2[cH:14][cH:15][c:16]([O:19][CH3:20])[cH:17][cH:18]2)=[O:21])[CH2:10][CH2:11]1.